From a dataset of the Open Reaction Database (ORD), a public repository of structured organic reaction records. describe an organic reaction: reactants, conditions, products, and yield Reactants: [C-]#N.[K+] (potassium cyanide), FC1=CC=C(C=C1)CCC(C)(O)C (4-(4-fluorophenyl)-2-methyl-2-butanol), [OH-].[Na+] (sodium hydroxide), S(O)(O)(=O)=O (Sulphuric acid), ice, Cl (hydrochloric acid). The solvent is C(Cl)(Cl)Cl (chloroform). Yields the product Cl.FC1=CC=C(C=C1)CCC(C)(N)C (4-(4-Fluorophenyl)-2-methyl-2-butanamine, hydrochloride). As a reaction SMILES: S(=O)(=O)(O)O.[C-]#[N:7].[K+].[F:9][C:10]1[CH:15]=[CH:14][C:13]([CH2:16][CH2:17][C:18]([CH3:21])(O)[CH3:19])=[CH:12][CH:11]=1.[OH-].[Na+].[ClH:24]>C(Cl)(Cl)Cl>[ClH:24].[F:9][C:10]1[CH:15]=[CH:14][C:13]([CH2:16][CH2:17][C:18]([CH3:21])([NH2:7])[CH3:19])=[CH:12][CH:11]=1 |f:1.2,4.5,8.9|. Reported procedure: Sulphuric acid (d. 1.84, 18 ml) was added dropwise over 10 min. to an ice-cold stirred suspension of potassium cyanide (9.5 g) and 4-(4-fluorophenyl)-2-methyl-2-butanol (10.0 g) in chloroform (80 ml). The mixture was allowed to warm to room temperature and was stirred over 20 hr. The mixture was basified with 5 N sodium hydroxide solution and was extracted with chloroform. The solvent was removed to leave a pale yellow oil which was treated with hydrochloric acid (d. 1.18, 30 ml) at reflux for 1... Reactants: CC(=O)OCC(C)CO, C1CCOC1, CC(=O)O, O=[W]. Product: CC(=O)OCC(C)C=O. As a reaction SMILES: [C:6]([CH3:7])(=[O:8])[O:9][CH2:10][CH:11]([CH2:12][OH:13])[CH3:14].[CH2:1]1[O:2][CH2:3][CH2:4][CH2:5]1.[CH3:17][C:18](=[O:19])[OH:20].[W:15]=[O:16]>>[C:6]([CH3:7])(=[O:8])[O:9][CH2:10][CH:11]([CH:12]=[O:13])[CH3:14]. Starting materials: CC1(OCC(CO1)(CN1CCC2=C(CC1)C=C(C=C2)CCCCCCCC)NC(OC(C)(C)C)=O)C (tert-Butyl 2,2-dimethyl-5-((7-octyl-1,2,4,5-tetrahydrobenzo-[d]azepin-3-yl)methyl)-1,3-dioxan-5-ylcarbamate), CC1(OCC(CO1)(CNC1=CC=C(C=C1)CCCCCCCC)NC(OC(C)(C)C)=O)C (tert-butyl 2,2-dimethyl-5-((4-octylphenylamino)methyl)-1,3-dioxan-5-yl-carbamate). Yields the product NC(CO)(CO)CN1CCC2=C(CC1)C=C(C=C2)CCCCCCCC (2-Amino-2-((7-octyl-1,2,4,5-tetrahydrobenzo[d]azepin-3-yl)methyl)-propane-1,3-diol). The yield is 48.0%. As a reaction SMILES: CC1(C)[O:7][CH2:6][C:5]([NH:28]C(=O)OC(C)(C)C)([CH2:8][N:9]2[CH2:15][CH2:14][C:13]3[CH:16]=[C:17]([CH2:20][CH2:21][CH2:22][CH2:23][CH2:24][CH2:25][CH2:26][CH3:27])[CH:18]=[CH:19][C:12]=3[CH2:11][CH2:10]2)[CH2:4][O:3]1.CC1(C)OCC(NC(=O)OC(C)(C)C)(CNC2C=CC(CCCCCCCC)=CC=2)CO1>>[NH2:28][C:5]([CH2:8][N:9]1[CH2:15][CH2:14][C:13]2[CH:16]=[C:17]([CH2:20][CH2:21][CH2:22][CH2:23][CH2:24][CH2:25][CH2:26][CH3:27])[CH:18]=[CH:19][C:12]=2[CH2:11][CH2:10]1)([CH2:6][OH:7])[CH2:4][OH:3]. Reported procedure: When the product of Step F was substituted for tert-butyl 2,2-dimethyl-5-((4-octylphenylamino)methyl)-1,3-dioxan-5-yl-carbamate in Example 1, Step B, the identical process afforded the title compound in 48% yield., as creamy paste. 1H-NMR (CDCl3) 0.87 (tr, 3H, J=6.93 Hz); 1.12-1.28 (m, 12H); 2.5 (tr, 2H, J=7.77 Hz); 2.59 (s, 2H); 2.76-2.83 (m, 8H); 3.52 (s, 4H); 6.78-6.94 (m, 3H). Reactants: O=C1CCC(=O)N1Br, CCCCC12CCC(=O)C(C(C)=O)=C1c1cc(F)c(N)cc1C2, CN(C)C=O, N#N. Yields the product CCCCC12CCC(=O)C(C(C)=O)=C1c1cc(F)c(N)c(Br)c1C2. As a reaction SMILES: [Br:26][N:27]1[C:28](=[O:29])[CH2:30][CH2:31][C:32]1=[O:33].[C:1]([CH3:2])(=[O:3])[C:4]1=[C:16]2[C:8]([CH2:19][CH2:20][CH2:21][CH3:22])([CH2:7][CH2:6][C:5]1=[O:23])[CH2:9][c:10]1[cH:11][c:12]([NH2:18])[c:13]([F:17])[cH:14][c:15]12.[CH3:34][N:35]([CH3:36])[CH:37]=[O:38].[N:24]#[N:25]>>[C:1]([CH3:2])(=[O:3])[C:4]1=[C:16]2[C:8]([CH2:19][CH2:20][CH2:21][CH3:22])([CH2:7][CH2:6][C:5]1=[O:23])[CH2:9][c:10]1[c:11]([Br:26])[c:12]([NH2:18])[c:13]([F:17])[cH:14][c:15]12.